This data is from the Open Reaction Database (ORD), a public repository of structured organic reaction records. The task is: describe an organic reaction: reactants, conditions, products, and yield Reactants: N1C(=CC=C1)C(=O)Cl (pyrrole-2-carbonyl chloride), CN(C(=O)C=1NC=CC1)C (N,N-dimethylpyrrole-2-carbox-amide). Yields the product CN(C(=O)C=1N(C=CC1)CCCC)C (N,N-dimethyl-1-butyl-pyrrole-2-carboxamide). As a reaction SMILES: N1C=[CH:4][CH:3]=[C:2]1[C:6](Cl)=O.[CH3:9][N:10]([CH3:18])[C:11]([C:13]1[NH:14][CH:15]=[CH:16][CH:17]=1)=[O:12]>>[CH3:9][N:10]([CH3:18])[C:11]([C:13]1[N:14]([CH2:6][CH2:2][CH2:3][CH3:4])[CH:15]=[CH:16][CH:17]=1)=[O:12]. Reported procedure: Likewise, by the method of part B of this Preparation, pyrrole-2-carbonyl chloride, obtained as described by R. J. Boatman et al., in J. Org. Chem. 41, p. 3050 (1976), is converted into N,N-dimethylpyrrole-2-carbox-amide, m.p. 100.5°-102° C.